Dataset: the Open Reaction Database (ORD), a public repository of structured organic reaction records. Task: describe an organic reaction: reactants, conditions, products, and yield Reactants: C(C)OC(=O)C1=CN(OC1=O)C(=S)OC1=CC=CC=C1 (5-Oxo-2-phenoxythiocarbonyl-2,5-dihydro-isoxazole-4-carboxylic acid ethyl ester), Example 113. The solvent is CC(=O)C (acetone). Yields the product C(C)OC(=O)C1=CN=C(S1)OC1=CC=CC=C1 (2-Phenoxy-thiazole-5-carboxylic acid ethyl ester). Isolated yield 90.0%. RXN SMILES: [CH2:1]([O:3][C:4]([C:6]1C(=O)O[N:8]([C:12]([O:14][C:15]2[CH:20]=[CH:19][CH:18]=[CH:17][CH:16]=2)=[S:13])[CH:7]=1)=[O:5])[CH3:2]>CC(C)=O>[CH2:1]([O:3][C:4]([C:6]1[S:13][C:12]([O:14][C:15]2[CH:20]=[CH:19][CH:18]=[CH:17][CH:16]=2)=[N:8][CH:7]=1)=[O:5])[CH3:2]. Reported procedure: 5-Oxo-2-phenoxythiocarbonyl-2,5-dihydro-isoxazole-4-carboxylic acid ethyl ester described in Preparation Example 113 (500 mg, 2.01 mmol) was dissolved in acetone (500 mL), and the solution was irradiated with light (300 nm) for 30 minutes at room temperature. The reaction solution was evaporated in vacuo, the residue was purified by silica gel column chromatography (hexane:ethyl acetate=2:1), and the title compound (384 mg, 1.54 mmol, 90%) was obtained as a pale yellow oil. Starting materials: C=Cc1ccc(Cl)cc1-c1ccc(Br)cc1, C1CCOC1, ClCCl, [Mg], COC(=O)C1CC(=O)CN1C(=O)OCC[Si](C)(C)C. The product is C=Cc1ccc(Cl)cc1-c1ccc(C2(O)CC(C(=O)OC)N(C(=O)OCC[Si](C)(C)C)C2)cc1. As a reaction SMILES: [Br:2][c:3]1[cH:4][cH:5][c:6](-[c:9]2[c:10]([CH:16]=[CH2:17])[cH:11][cH:12][c:13]([Cl:15])[cH:14]2)[cH:7][cH:8]1.[CH2:37]1[O:38][CH2:39][CH2:40][CH2:41]1.[Cl:42][CH2:43][Cl:44].[Mg:1].[O:18]=[C:19]1[CH2:20][CH:21]([C:33](=[O:34])[O:35][CH3:36])[N:22]([C:24](=[O:25])[O:26][CH2:27][CH2:28][Si:29]([CH3:30])([CH3:31])[CH3:32])[CH2:23]1>>[c:3]1([C:19]2([OH:18])[CH2:20][CH:21]([C:33](=[O:34])[O:35][CH3:36])[N:22]([C:24](=[O:25])[O:26][CH2:27][CH2:28][Si:29]([CH3:30])([CH3:31])[CH3:32])[CH2:23]2)[cH:4][cH:5][c:6](-[c:9]2[c:10]([CH:16]=[CH2:17])[cH:11][cH:12][c:13]([Cl:15])[cH:14]2)[cH:7][cH:8]1. Starting materials: [Al+3], BrBr, [Cl-], [Cl-], [Cl-], ClCCl, O=C1CCOc2ccccc21. Yields the product O=C1CCOc2cc(Br)ccc21. RXN SMILES: [Al+3:2].[Br:16][Br:17].[Cl-:1].[Cl-:3].[Cl-:4].[Cl:18][CH2:19][Cl:20].[O:5]1[CH2:6][CH2:7][C:8](=[O:15])[c:9]2[cH:10][cH:11][cH:12][cH:13][c:14]21>>[O:5]1[CH2:6][CH2:7][C:8](=[O:15])[c:9]2[cH:10][cH:11][c:12]([Br:16])[cH:13][c:14]21. Starting materials: ClCCOC1=C(C=C2C(=C(C=NC2=C1)C#N)NC1=CC=C(C=C1)OC1=CC=CC=C1)OC (7-(2-chloroethoxy)-6-methoxy-4-(4-phenoxyphenylamino)quinolin-3-carbonitrile), N1(CCCCC1)C1CCNCC1 (4-piperidinopiperidine), [I-].[Na+] (sodium iodide). Run in COCCOC (ethylene glycol dimethyl ether). Conditions: temperature 137.5 celsius. The product is COC=1C=C2C(=C(C=NC2=CC1)C#N)NC1=CC=C(C=C1)OC1=CC=CC=C1 (6-methoxy-4-(4-phenoxy-phenylamino)-quinoline-3-carbonitrile). As a reaction SMILES: ClCCO[C:5]1[CH:14]=[C:13]2[C:8]([C:9]([NH:17][C:18]3[CH:23]=[CH:22][C:21]([O:24][C:25]4[CH:30]=[CH:29][CH:28]=[CH:27][CH:26]=4)=[CH:20][CH:19]=3)=[C:10]([C:15]#[N:16])[CH:11]=[N:12]2)=[CH:7][C:6]=1[O:31][CH3:32].N1(C2CCNCC2)CCCCC1.[I-].[Na+]>COCCOC>[CH3:32][O:31][C:6]1[CH:7]=[C:8]2[C:13](=[CH:14][CH:5]=1)[N:12]=[CH:11][C:10]([C:15]#[N:16])=[C:9]2[NH:17][C:18]1[CH:23]=[CH:22][C:21]([O:24][C:25]2[CH:30]=[CH:29][CH:28]=[CH:27][CH:26]=2)=[CH:20][CH:19]=1 |f:2.3|. Procedure: A mixture of 222.5 mg (0.5 mmol) of 7-(2-chloroethoxy)-6-methoxy-4-(4-phenoxyphenylamino)quinolin-3-carbonitrile, 841.4 mg (5.0 mmol) of 4-piperidinopiperidine and 49.5 mg (0.33 mmol) of sodium iodide in 6.0 mL of ethylene glycol dimethyl ether are heated in a sealed tube at 135-140° C. for 17 hours to yield the crude product. Solvents are removed in vacuo. Purification of the oily residue is carried out by preparative thin layer chromatography (eluting with 85:15 dichloromethane/methanol) to pr... The reactants are CC(=O)O, [BH3-]C#N, CC(=O)C(COCc1ccccc1)NC(=O)OC(C)(C)C, CO, NCCO, [Na+]. Product: CC(NCCO)C(COCc1ccccc1)NC(=O)OC(C)(C)C. RXN SMILES: [C:26]([OH:27])(=[O:28])[CH3:29].[C:30]([BH3-:31])#[N:32].[CH2:1]([c:2]1[cH:3][cH:4][cH:5][cH:6][cH:7]1)[O:8][CH2:9][CH:10]([C:11]([CH3:12])=[O:13])[NH:14][C:15](=[O:16])[O:17][C:18]([CH3:19])([CH3:20])[CH3:21].[CH3:34][OH:35].[NH2:22][CH2:23][CH2:24][OH:25].[Na+:33]>>[CH2:1]([c:2]1[cH:3][cH:4][cH:5][cH:6][cH:7]1)[O:8][CH2:9][CH:10]([CH:11]([CH3:12])[NH:22][CH2:23][CH2:24][OH:25])[NH:14][C:15](=[O:16])[O:17][C:18]([CH3:19])([CH3:20])[CH3:21]. Reactants: N(=[N+]=[N-])C\C(\C(=O)O)=N/NC=1SC=C(N1)C1=CC(=C(C=C1)Cl)Cl ((E)-3-azido-2-(2-(4-(3,4-dichlorophenyl)thiazol-2-yl)hydrazono) propanoic acid), C(C)(C)N(CC)C(C)C (diisopropylethylamine), C(#C)C1=NC=CC=C1 (2-ethynylpyridine). The reagents and catalysts are [Cu]I (CuI). The solvent is CC#N (CH3CN), C(C)(C)(C)O (tert-butanol). Run at time 3 hour. Yields the product ClC=1C=C(C=CC1Cl)C=1N=C(SC1)N\N=C(\C(=O)[O-])/CN1N=NC(=C1)C1=NC=CC=C1.[NH4+] (ammonium (E)-2-(2-(4-(3,4-dichlorophenyl)thiazol-2-yl)hydrazono)-3-(4-(pyridin-2-yl)-1H-1,2,3-triazol-1-yl)propanoate). RXN SMILES: [N:1]([CH2:4]/[C:5](=[N:9]\[NH:10][C:11]1[S:12][CH:13]=[C:14]([C:16]2[CH:21]=[CH:20][C:19]([Cl:22])=[C:18]([Cl:23])[CH:17]=2)[N:15]=1)/[C:6]([OH:8])=[O:7])=[N+:2]=[N-:3].C([N:27](C(C)C)CC)(C)C.[C:33]([C:35]1[CH:40]=[CH:39][CH:38]=[CH:37][N:36]=1)#[CH:34]>CC#N.C(O)(C)(C)C.[Cu]I>[Cl:23][C:18]1[CH:17]=[C:16]([C:14]2[N:15]=[C:11]([NH:10]/[N:9]=[C:5](\[CH2:4][N:1]3[CH:34]=[C:33]([C:35]4[CH:40]=[CH:39][CH:38]=[CH:37][N:36]=4)[N:3]=[N:2]3)/[C:6]([O-:8])=[O:7])[S:12][CH:13]=2)[CH:21]=[CH:20][C:19]=1[Cl:22].[NH4+:27] |f:6.7|. Procedure: KY-767-batch-A To a solution of (E)-3-azido-2-(2-(4-(3,4-dichlorophenyl)thiazol-2-yl)hydrazono) propanoic acid (E)-KY-757, (100 mg) in CH3CN 1 ml, tert-butanol 0.4 ml was added diisopropylethylamine 96 ul followed by 2-ethynylpyridine (0.4 mmol, 41 ul), CuI (15 mg). The reaction stirred at rt for 3 h. LC-MS assay showed two isomers. The solvent was removed under pressure. The residue was purified on C18 reversed phase flash chromatography column employing a linear gradient of 0-30% A in B (flow ... The reactants are ClC1=C(C=C(O)C=C1)O (4-Chlororesorcinol), CN(C)C=O (DMF), COC=1C=C(C=CC1OC)C1=CC(=CC=C1)CC(=O)O ((3′,4′-dimethoxy-biphenyl-3-yl)-acetic acid), P(Cl)(Cl)(Cl)(Cl)Cl (PCl5). The product is ClC=1C=C2C(C(=COC2=CC1O)C=1C=C(C=CC1)C1=CC(=C(C=C1)OC)OC)=O (6-Chloro-3-(3′,4′-dimethoxy-biphenyl-3-yl)-7-hydroxy-chromen-4-one). RXN SMILES: [Cl:1][C:2]1[CH:8]=[CH:7][C:5]([OH:6])=[CH:4][C:3]=1[OH:9].[CH3:10][O:11][C:12]1[CH:13]=[C:14]([C:20]2[CH:25]=[CH:24][CH:23]=[C:22]([CH2:26][C:27]([OH:29])=O)[CH:21]=2)[CH:15]=[CH:16][C:17]=1[O:18][CH3:19].P(Cl)(Cl)(Cl)(Cl)Cl.[CH3:36]N(C=O)C>>[Cl:1][C:2]1[CH:8]=[C:7]2[C:5](=[CH:4][C:3]=1[OH:9])[O:6][CH:36]=[C:26]([C:22]1[CH:21]=[C:20]([C:14]3[CH:15]=[CH:16][C:17]([O:18][CH3:19])=[C:12]([O:11][CH3:10])[CH:13]=3)[CH:25]=[CH:24][CH:23]=1)[C:27]2=[O:29]. Procedure details: This compounds was synthesised in the same manner as described above. 4-Chlororesorcinol (0.15 g, 1.0 mmol), (3′,4′-dimethoxy-biphenyl-3-yl)-acetic acid (0.28 g, 1 mmol), BF3Et2O (5 ml), PCl5 (0.32 g, 1.5 mmol), DMF (6 ml and 4 ml). The white precipitate formed was shown to contain the required compound and was taken directly onto the next stage. Reactants: C(C(C)C)(=O)OCC (ethyl isobutyrate), C(CCC)[Li] (n-butyllithium), C(C)(C)NC(C)C (diisopropylamine), BrCCCCBr (1,4-Dibromobutane). Solvent: O1CCCC1 (tetrahydrofuran), CN(P(=O)(N(C)C)N(C)C)C (hexamethylphosphoramide), CCCCCC (hexane), O1CCCC1 (tetrahydrofuran). Reaction conditions: temperature -70 celsius, time 0.5 hour. The product is CC(C(=O)OCC)(CCCCBr)C (ethyl 2,2-dimethyl-6-bromohexanoate). As a reaction SMILES: C([Li])CCC.C(NC(C)C)(C)C.[C:13]([O:18][CH2:19][CH3:20])(=[O:17])[CH:14]([CH3:16])[CH3:15].[Br:21][CH2:22][CH2:23][CH2:24][CH2:25]Br>CCCCCC.O1CCCC1.CN(C)P(N(C)C)(N(C)C)=O>[CH3:15][C:14]([CH3:16])([CH2:25][CH2:24][CH2:23][CH2:22][Br:21])[C:13]([O:18][CH2:19][CH3:20])=[O:17]. Reported procedure: A solution of n-butyllithium (1.6M, 63 ml, 0.10 mol.) in hexane was added dropwise to a solution of diisopropylamine (10.1 g, 0.10 mol.) in anhydrous tetrahydrofuran (100 ml) at -50° C. The mixture was stirred for 0.5 hours and cooled to -70° C. A solution of ethyl isobutyrate (12.2 g, 0.105 mol.) in tetrahydrofuran (20 ml) was then added and the resulting mixture was stirred at -70° C. for 1 hour. 1,4-Dibromobutane (30.4 g, 0.14 mol) was then added, followed by hexamethylphosphoramide (30 g). T...